This data is from the Open Reaction Database (ORD), a public repository of structured organic reaction records. The task is: describe an organic reaction: reactants, conditions, products, and yield Run at time 8 hour. RXN SMILES: [NH2:1][C:2]1[N:6]([CH2:7][CH2:8][OH:9])[N:5]=[C:4]([C:10]([CH3:13])([CH3:12])[CH3:11])[CH:3]=1.[CH3:14][C:15]([Si:18](Cl)([CH3:20])[CH3:19])([CH3:17])[CH3:16].N1C=CN=C1.C(OCC)(=O)C>CN(C=O)C.O>[C:10]([C:4]1[CH:3]=[C:2]([NH2:1])[N:6]([CH2:7][CH2:8][O:9][Si:18]([C:15]([CH3:17])([CH3:16])[CH3:14])([CH3:20])[CH3:19])[N:5]=1)([CH3:13])([CH3:12])[CH3:11]. The solvent is O (water), CN(C)C=O (DMF). Yield: 97.3%. Procedure details: To 2-(5-amino-3-tert-butyl-pyrazol-1-yl)-ethanol (3.42 g, 0.019 mol), add TBDMSCl (3.38 g, 1.2 equiv.) and imidazole (3.18 g, 2.5 equiv.) in DMF (7 mL) and stir overnight at room temperature under N2. Dilute the reaction with ethyl acetate and water. Wash the organic layer with water then saturated aqueous saturated sodium chloride and then dry over magnesium sulfate, filter, and concentrate in vacuo to give a solid (5.5 g, 99%) which is used without further purification. MS (ES), m/z 298 (M+1). Product: C(C)(C)(C)C=1C=C(N(N1)CCO[Si](C)(C)C(C)(C)C)N (5-tert-Butyl-2-[2-(tert-butyl-dimethyl-silanyloxy)-ethyl]-2H-pyrazol-3-ylamine). Reactants: C(C)(=O)OCC (ethyl acetate), NC1=CC(=NN1CCO)C(C)(C)C (2-(5-amino-3-tert-butyl-pyrazol-1-yl)-ethanol), CC(C)(C)[Si](C)(C)Cl (TBDMSCl), N1C=NC=C1 (imidazole). The reactants are ClC=1C=C(C=CC1OCC1=CC(=CC=C1)F)NC=1C2=C(N=CN1)SC1=C2C=CC(=C1)CCO (2-[4-({3-chloro-4-[(3-fluorobenzyl)oxy]phenyl}amino) [1]benzothieno[2,3-d]pyrimidin-7-yl]ethanol), C1(=CC=CC=C1)P(C1=CC=CC=C1)C1=CC=CC=C1 (triphenylphosphine), C(Br)(Br)(Br)Br (carbon tetrabromide), solid. The solvent is C1CCOC1 (THF), C(Cl)Cl.CCOC(=O)C (CH2Cl2 EtOAc). Conditions: time 14 hour. Product: BrCCC1=CC2=C(C=C1)C1=C(N=CN=C1NC1=CC(=C(C=C1)OCC1=CC(=CC=C1)F)Cl)S2 (7-(2-bromoethyl)-N-{3-chloro-4-[(3-fluorobenzyl)oxy]phenyl}[1]benzothieno[2,3-d]pyrimidin-4-amine). Reaction SMILES: [Cl:1][C:2]1[CH:3]=[C:4]([NH:17][C:18]2[C:19]3[C:26]4[CH:27]=[CH:28][C:29]([CH2:31][CH2:32]O)=[CH:30][C:25]=4[S:24][C:20]=3[N:21]=[CH:22][N:23]=2)[CH:5]=[CH:6][C:7]=1[O:8][CH2:9][C:10]1[CH:15]=[CH:14][CH:13]=[C:12]([F:16])[CH:11]=1.C1(P(C2C=CC=CC=2)C2C=CC=CC=2)C=CC=CC=1.C(Br)(Br)(Br)[Br:54]>C1COCC1.C(Cl)Cl.CCOC(C)=O>[Br:54][CH2:32][CH2:31][C:29]1[CH:28]=[CH:27][C:26]2[C:19]3[C:18]([NH:17][C:4]4[CH:5]=[CH:6][C:7]([O:8][CH2:9][C:10]5[CH:15]=[CH:14][CH:13]=[C:12]([F:16])[CH:11]=5)=[C:2]([Cl:1])[CH:3]=4)=[N:23][CH:22]=[N:21][C:20]=3[S:24][C:25]=2[CH:30]=1 |f:4.5|. Reported procedure: To a solution of 2-[4-({3-chloro-4-[(3-fluorobenzyl)oxy]phenyl}amino) [1]benzothieno[2,3-d]pyrimidin-7-yl]ethanol (700 mg, 1.46 mmol, 1 equiv) in THF (10 mL) were added triphenylphosphine (0.82 g, 3.12 mmol, 3 equiv) and carbon tetrabromide (1.03 g, 3.12 mmol, 3 equiv). The resulting solution was stirred at rt for 14 h and the solvent was evaporated under reduced pressure. The resulting crude material was purified by flash chromatography eluting with 9:1 CH2Cl2/EtOAc yielding a light yellow soli... Starting materials: [O-]B([O-])[O-], CO, [Na+], [Na+], [Na+], [Na+], COC(=O)C1Cc2cc(O)c(O)cc2C(=O)N1, [OH-], O. The product is O=C1NC(C(=O)O)Cc2cc(O)c(O)cc21. As a reaction SMILES: [B:20]([O-:21])([O-:22])[O-:23].[CH3:27][OH:28].[Na+:19].[Na+:24].[Na+:25].[Na+:26].[O:1]=[C:2]1[NH:3][CH:4]([C:14](=[O:15])[O:16][CH3:17])[CH2:5][c:6]2[cH:7][c:8]([OH:13])[c:9]([OH:12])[cH:10][c:11]21.[OH-:18].[OH2:29]>>[O:1]=[C:2]1[NH:3][CH:4]([C:14](=[O:15])[OH:16])[CH2:5][c:6]2[cH:7][c:8]([OH:13])[c:9]([OH:12])[cH:10][c:11]21. Starting materials: CC1=C(N=C(O1)C1=CC=C(C(=O)OC)C=C1)CS(=O)(=O)C1=CC=C(C=C1)C (Methyl 4-(5-Methyl-4-{[(4-methylphenyl)sulfonyl]methyl}-1,3-oxazol-2-yl)benzoate). The solvent is Cl (HCl). Product: CC1=C(N=C(O1)C1=CC=C(C(=O)O)C=C1)CS(=O)(=O)C1=CC=C(C=C1)C (4-(5-Methyl-4-{[(4-methylphenyl)sulfonyl]methyl}-1,3-oxazol-2-yl)benzoic Acid). The yield is 96.6%. Reaction SMILES: [CH3:1][C:2]1[O:6][C:5]([C:7]2[CH:16]=[CH:15][C:10]([C:11]([O:13]C)=[O:12])=[CH:9][CH:8]=2)=[N:4][C:3]=1[CH2:17][S:18]([C:21]1[CH:26]=[CH:25][C:24]([CH3:27])=[CH:23][CH:22]=1)(=[O:20])=[O:19]>Cl>[CH3:1][C:2]1[O:6][C:5]([C:7]2[CH:8]=[CH:9][C:10]([C:11]([OH:13])=[O:12])=[CH:15][CH:16]=2)=[N:4][C:3]=1[CH2:17][S:18]([C:21]1[CH:22]=[CH:23][C:24]([CH3:27])=[CH:25][CH:26]=1)(=[O:19])=[O:20]. Procedure: Reaction of benzoate 3 (1.96 g, 5.1 mmol) and 6 M HCl (50 mL) gave acid 4 (1.83 g, 97%) as a white solid: mp (H2O) 242-245° C.; 1H NMR δ 13.16 (br s, 1H, CO2H), 8.05 (ddd, J=8.6, 1.9, 1.5 Hz, 2H, H-2, H-6), 7.92 (ddd, J=8.6, 1.9, 1.5 Hz, 2H, H-3, H-5), 7.67 (br d, J=8.3 Hz, 2H, H-2′, H-6′), 7.42 (br d, J=8.3 Hz, 2H, H-3′, H-5′), 4.63 (s, 2H, CH2SO2), 2.40 (s, 3H, CH3), 2.13 (s, 3H, CH3); MS m/z 372.8 (MH+, 100%). Anal. calcd for C19H17NO5S: C, 61.44; H, 4.61; N, 3.77. Found: C, 61.67; H, 4.57; N...